From a dataset of the Open Reaction Database (ORD), a public repository of structured organic reaction records. describe an organic reaction: reactants, conditions, products, and yield Reactants: C1(=CC=CC=C1)O (phenol), C(OC)(OC)=O (dimethyl carbonate). Yields the product C(OC)(OC1=CC=CC=C1)=O (methyl phenyl carbonate), C(OC1=CC=CC=C1)(OC1=CC=CC=C1)=O (diphenyl carbonate), C1(=CC=CC=C1)O (phenol). RXN SMILES: [C:1]1([OH:7])[CH:6]=[CH:5][CH:4]=[CH:3][CH:2]=1.[C:8](=[O:13])([O:11][CH3:12])[O:9][CH3:10]>>[C:8](=[O:11])([O:7][C:1]1[CH:6]=[CH:5][CH:4]=[CH:3][CH:2]=1)[O:9][CH3:10].[C:8](=[O:13])([O:11][C:12]1[CH:3]=[CH:4][CH:5]=[CH:6][CH:1]=1)[O:9][C:10]1[CH:5]=[CH:6][CH:1]=[CH:2][CH:3]=1.[C:1]1([OH:7])[CH:6]=[CH:5][CH:4]=[CH:3][CH:2]=1. Procedure details: The same procedure was selected as in Example 1. However, the reactor used was a 20-tray bubble-cap tray column 2 m in length and 5 cm in diameter. 500 g/h of phenol and 0.5 mol % of poly[oxy(butylhydroxystannylene)] were added at the head of the column, 500 g/h of gaseous dimethyl carbonate were added at the foot of the column. After one pass through the column, 554 g/h of a bottom product of composition 23.2% by weight of methyl phenyl carbonate, 2.1% by weight of diphenyl carbonate and 74.7% ... The reactants are B(Br)(Br)Br (Boron tribromide), ClC1=C(C=C(C=C1)OC)SC (1-chloro-4-methoxy-2-(methylsulfanyl)benzene), N(CCO)CCO (diethanolamine). Run in ClCCl (dichloromethane), ClCCl (dichloromethane). Conditions: time 72 hour. Yields the product ClC1=C(C=C(C=C1)O)SC (4-chloro-3-(methylsulfanyl)phenol). Yield: 80.9%. RXN SMILES: B(Br)(Br)Br.[Cl:5][C:6]1[CH:11]=[CH:10][C:9]([O:12]C)=[CH:8][C:7]=1[S:14][CH3:15].N(CCO)CCO>ClCCl>[Cl:5][C:6]1[CH:11]=[CH:10][C:9]([OH:12])=[CH:8][C:7]=1[S:14][CH3:15]. Procedure details: Boron tribromide (1M in dichloromethane, 31 ml, 31 mmol) was added dropwise to a solution of 1-chloro-4-methoxy-2-(methylsulfanyl)benzene (2.88 g, 15 mmol) in dichloromethane (80 ml) at 0° C. The mixture was allowed to warm to room temperature, stirred for 72 h then cooled to 0° C. A solution of diethanolamine (10 ml) in dichloromethane (20 ml) was added dropwise (Caution—strong exotherm!) and the mixture was stirred at ambient temperature for 15 min once addition was complete, then partitioned ... The reactants are FC=1C=C(N)C=CC1CC=1N(C(=CC1)C(C1=CC=CC=C1)=O)C (3-Fluoro-4-[5-benzoyl-1-methyl-1H-pyrrol-2-ylmethyl]aniline), N1=CC=CC=C1 (pyridine), C(C)(=O)OCCS(=O)(=O)Cl (2-Acetoxyethanesulfonyl chloride). Run in C(Cl)Cl (methylene chloride). Product: FC=1C=C(C=CC1CC=1N(C(=CC1)C(C1=CC=CC=C1)=O)C)NS(=O)(=O)CCOC(C)=O (N-{3-fluoro-4-[5-benzoyl-1-methyl-1H-pyrrol-2-ylmethyl]-phenyl}-2-(acetoxy)ethanesulfonamide). Isolated yield 57.7%. Reaction SMILES: [F:1][C:2]1[CH:3]=[C:4]([CH:6]=[CH:7][C:8]=1[CH2:9][C:10]1[N:11]([CH3:23])[C:12]([C:15](=[O:22])[C:16]2[CH:21]=[CH:20][CH:19]=[CH:18][CH:17]=2)=[CH:13][CH:14]=1)[NH2:5].N1C=CC=CC=1.[C:30]([O:33][CH2:34][CH2:35][S:36](Cl)(=[O:38])=[O:37])(=[O:32])[CH3:31]>C(Cl)Cl>[F:1][C:2]1[CH:3]=[C:4]([NH:5][S:36]([CH2:35][CH2:34][O:33][C:30](=[O:32])[CH3:31])(=[O:38])=[O:37])[CH:6]=[CH:7][C:8]=1[CH2:9][C:10]1[N:11]([CH3:23])[C:12]([C:15](=[O:22])[C:16]2[CH:17]=[CH:18][CH:19]=[CH:20][CH:21]=2)=[CH:13][CH:14]=1. Procedure details: 3-Fluoro-4-[5-benzoyl-1-methyl-1H-pyrrol-2-ylmethyl]aniline (0.75 g, 2.43 mmol) [prepared as described in Example 1, but substituting ethyl 1,4-dimethylpyrrole-2-acetate with methyl 1-methylpyrrole-2-acetate in Step (a)], and pyridine (0.39 ml, 4.88 mmol) were dissolved in methylene chloride (8 ml). 2-Acetoxyethanesulfonyl chloride (681 mg, 3.65 mmol) was added to the solution and after 15 min, the reaction mixture was partitioned between ethyl acetate and water. The organic layer was separated,... Reactants: C(C1=CC=CC=C1)OC(=O)NC1=CC=C(COS(=O)(=O)C)C=C1 (Methanesulfonic acid 4-benzyloxycarbonylamino-benzyl ester), C(C)(C)(C)OC(NC1CCNCC1)=O (piperidin-4-yl-carbamic acid tert-butyl ester), C([O-])(O)=O.[K+] (potassium bicarbonate). The solvent is CN(C)C=O (DMF). Conditions: temperature 60 celsius, time 16 hour. Yields the product C(C)(C)(C)OC(NC1CCN(CC1)CC1=CC=C(C=C1)NC(=O)OCC1=CC=CC=C1)=O ([1-(4-Benzyloxycarbonylamino-benzyl)-piperidin-4-yl]-carbamic acid tert-butyl ester). Isolated yield 41.9%. As a reaction SMILES: [CH2:1]([O:8][C:9]([NH:11][C:12]1[CH:23]=[CH:22][C:15]([CH2:16]OS(C)(=O)=O)=[CH:14][CH:13]=1)=[O:10])[C:2]1[CH:7]=[CH:6][CH:5]=[CH:4][CH:3]=1.[C:24]([O:28][C:29](=[O:37])[NH:30][CH:31]1[CH2:36][CH2:35][NH:34][CH2:33][CH2:32]1)([CH3:27])([CH3:26])[CH3:25].C(=O)(O)[O-].[K+]>CN(C=O)C>[C:24]([O:28][C:29](=[O:37])[NH:30][CH:31]1[CH2:36][CH2:35][N:34]([CH2:16][C:15]2[CH:22]=[CH:23][C:12]([NH:11][C:9]([O:8][CH2:1][C:2]3[CH:7]=[CH:6][CH:5]=[CH:4][CH:3]=3)=[O:10])=[CH:13][CH:14]=2)[CH2:33][CH2:32]1)([CH3:27])([CH3:25])[CH3:26] |f:2.3|. Procedure: Methanesulfonic acid 4-benzyloxycarbonylamino-benzyl ester (0.35 g, 2.5 mmol) was added to a suspension of piperidin-4-yl-carbamic acid tert-butyl ester (0.15 g, 0.76 mmol) and potassium bicarbonate (0.35 g, 2.5 mmol) in DMF (10 ml) and the reaction heated to 60° C. and stirred at this temperature for 16 hours under a nitrogen atmosphere. After this time, the reaction mixture was cooled to room temperature and the solvent removed. The resulting residue was diluted with EtOAc (50 ml) and washed w... Starting materials: CCOC(=O)N1C(=O)c2ccccc2C1=O, NC1CCC(O)CC1. Yields the product O=C1NC(=O)c2ccccc21. RXN SMILES: [C:9]([O:10][CH2:11][CH3:12])(=[O:13])[N:14]1[C:15](=[O:24])[c:16]2[c:17]([cH:20][cH:21][cH:22][cH:23]2)[C:18]1=[O:19].[NH2:1][CH:2]1[CH2:3][CH2:4][CH:5]([OH:6])[CH2:7][CH2:8]1>>[NH:14]1[C:15](=[O:24])[c:16]2[c:17]([cH:20][cH:21][cH:22][cH:23]2)[C:18]1=[O:19].